From a dataset of the Open Reaction Database (ORD), a public repository of structured organic reaction records. describe an organic reaction: reactants, conditions, products, and yield The reactants are CC(C(=O)OC1=C(C=C(C=C1)CN1N=CC=N1)Cl)(C)C (2-chloro-4-(2-2H-1,2,3-triazolyl)methylphenyl 2,2-di-methylpropanoate), [OH-].[Na+] (sodium hydroxide). Solvent: C(C)O (ethanol). Product: ClC1=C(C=CC(=C1)CN1N=CC=N1)O (2-chloro-4-(2-2H-1,2,3-triazolylmethyl)phenol). RXN SMILES: CC(C)(C)C([O:5][C:6]1[CH:11]=[CH:10][C:9]([CH2:12][N:13]2[N:17]=[CH:16][CH:15]=[N:14]2)=[CH:8][C:7]=1[Cl:18])=O.[OH-].[Na+]>C(O)C>[Cl:18][C:7]1[CH:8]=[C:9]([CH2:12][N:13]2[N:17]=[CH:16][CH:15]=[N:14]2)[CH:10]=[CH:11][C:6]=1[OH:5] |f:1.2|. Reported procedure: A mixture of 3 g of 2-chloro-4-(2-2H-1,2,3-triazolyl)methylphenyl 2,2-di-methylpropanoate, 10 ml of 20% aqueous sodium hydroxide solution and 60 ml of ethanol was heated at reflux for 5 hours. The reaction mixture was then concentrated under reduced pressure, to which water was added, and the mixture was adjusted to pH 6.0 with concentrated hydrochloric acid. This mixture was extracted with ethyl acetate. The organic layer was washed with water, dried with anhydrous magnesium sulfate, and concen... Starting materials: [Br-], O=C(O)CCCCC[P+](c1ccccc1)(c1ccccc1)c1ccccc1, C1CCOC1, CC(=O)CCCCCCC(C)O. The product is CC(=CCCCCC(=O)O)CCCCCCC(C)O. Reaction SMILES: [Br-:1].[C:2](=[O:3])([OH:4])[CH2:5][CH2:6][CH2:7][CH2:8][CH2:9][P+:10]([c:11]1[cH:12][cH:13][cH:14][cH:15][cH:16]1)([c:17]1[cH:18][cH:19][cH:20][cH:21][cH:22]1)[c:23]1[cH:24][cH:25][cH:26][cH:27][cH:28]1.[O:41]1[CH2:42][CH2:43][CH2:44][CH2:45]1.[OH:29][CH:30]([CH2:31][CH2:32][CH2:33][CH2:34][CH2:35][CH2:36][C:37]([CH3:38])=[O:39])[CH3:40]>>[C:2](=[O:3])([OH:4])[CH2:5][CH2:6][CH2:7][CH2:8][CH:9]=[C:37]([CH2:36][CH2:35][CH2:34][CH2:33][CH2:32][CH2:31][CH:30]([OH:29])[CH3:40])[CH3:38]. Procedure details: To 932 g polyphosphoric acid at 70° C. (steam bath) is added p-fluoro-α-methylhydrocinnamic acid (93.2 g, 0.5 mol) slowly with stirring. The temperature is gradually raised to 95° C., and the mixture is kept at this temperature for 1 hour. The mixture is allowed to cool and is added to 2 l. of water. The aqueous suspension is extracted with ether. The extract is washed twice with saturated sodium chloride solution, 5% Na2CO3 solution, and water, and is dried, and is concentrated on 200 g silica-... The reactants are polyphosphoric acid, FC1=CC=C(CC(C(=O)O)C)C=C1 (p-fluoro-α-methylhydrocinnamic acid). Run in O (water). Conditions: temperature 95 celsius, time 1 hour. As a reaction SMILES: [F:1][C:2]1[CH:13]=[CH:12][C:5]([CH2:6][CH:7]([CH3:11])[C:8]([OH:10])=O)=[CH:4][CH:3]=1>O>[F:1][C:2]1[CH:3]=[C:4]2[C:5]([CH2:6][CH:7]([CH3:11])[C:8]2=[O:10])=[CH:12][CH:13]=1. The product is FC1=CC=C2CC(C(C2=C1)=O)C (6-fluoro-2-methylindanone). The reactants are CCCCP(CCCC)CCCC, C1CCOC1, O=C(Nc1ccccc1)C(CCO)N1CCCc2cc(Cl)ccc21, CC(C)(C)OC(=O)N=NC(=O)OC(C)(C)C. As a reaction SMILES: [CH2:17]([P:18]([CH2:19][CH2:20][CH2:21][CH3:22])[CH2:23][CH2:24][CH2:25][CH3:26])[CH2:27][CH2:28][CH3:29].[CH2:54]1[O:55][CH2:56][CH2:57][CH2:58]1.[Cl:30][c:31]1[cH:32][c:33]2[c:38]([cH:39][cH:40]1)[N:37]([CH:41]([C:42](=[O:43])[NH:44][c:45]1[cH:46][cH:47][cH:48][cH:49][cH:50]1)[CH2:51][CH2:52][OH:53])[CH2:36][CH2:35][CH2:34]2.[N:1]([C:2]([O:3][C:4]([CH3:5])([CH3:6])[CH3:7])=[O:8])=[N:9][C:10]([O:11][C:12]([CH3:13])([CH3:14])[CH3:15])=[O:16]>>[Cl:30][c:31]1[cH:32][c:33]2[c:38]([cH:39][cH:40]1)[N:37]([CH:41]1[C:42](=[O:43])[N:44]([c:45]3[cH:46][cH:47][cH:48][cH:49][cH:50]3)[CH2:52][CH2:51]1)[CH2:36][CH2:35][CH2:34]2. Product: O=C1C(N2CCCc3cc(Cl)ccc32)CCN1c1ccccc1. The reactants are C/C(=N\[Si](C)(C)C)/O[Si](C)(C)C (N,O-Bis(trimethylsilyl)acetamide), ClC1=CC=C(C=C1)N[C@@H](C(C(N1C(OC[C@@H]1C1=CC=CC=C1)=O)=O)SCC1=CC=C(C=C1)OC)C1=CC=C(OCC(=O)OC(C)(C)C)C=C1 (tert-Butyl (4-{(1R)-1-[(4-chlorophenyl)amino]-2-[(4-methoxybenzyl)thio]-3-oxo-3-[(4S)-2-oxo-4-phenyl-1,3-oxazolidin-3-yl]propyl}phenoxy)acetate), [F-].C(CCC)[N+](CCCC)(CCCC)CCCC (tetrabutylammonium fluoride). Run in C1(=CC=CC=C1)C (toluene). Run at temperature 90 celsius, time 1 hour. Yields the product ClC1=CC=C(C=C1)N1[C@@H]([C@H](C1=O)SCC1=CC=C(C=C1)OC)C1=CC=C(OCC(=O)OC(C)(C)C)C=C1 (tert-Butyl (4-{(2R,3R)-1-(4-chlorophenyl)-3-[(4-methoxybenzyl)thio]-4-oxoazetidin-2-yl}phenoxy)acetate). Reaction SMILES: [Cl:1][C:2]1[CH:7]=[CH:6][C:5]([NH:8][C@H:9]([C:35]2[CH:49]=[CH:48][C:38]([O:39][CH2:40][C:41]([O:43][C:44]([CH3:47])([CH3:46])[CH3:45])=[O:42])=[CH:37][CH:36]=2)[CH:10]([S:25][CH2:26][C:27]2[CH:32]=[CH:31][C:30]([O:33][CH3:34])=[CH:29][CH:28]=2)[C:11](=[O:24])N2[C@@H](C3C=CC=CC=3)COC2=O)=[CH:4][CH:3]=1.C/C(/O[Si](C)(C)C)=N\[Si](C)(C)C.[F-].C([N+](CCCC)(CCCC)CCCC)CCC>C1(C)C=CC=CC=1>[Cl:1][C:2]1[CH:3]=[CH:4][C:5]([N:8]2[C:11](=[O:24])[C@H:10]([S:25][CH2:26][C:27]3[CH:32]=[CH:31][C:30]([O:33][CH3:34])=[CH:29][CH:28]=3)[C@H:9]2[C:35]2[CH:36]=[CH:37][C:38]([O:39][CH2:40][C:41]([O:43][C:44]([CH3:45])([CH3:46])[CH3:47])=[O:42])=[CH:48][CH:49]=2)=[CH:6][CH:7]=1 |f:2.3|. Procedure details: tert-Butyl (4-{(1R)-1-[(4-chlorophenyl)amino]-2-[(4-methoxybenzyl)thio]-3-oxo-3-[(4S)-2-oxo-4-phenyl-1,3-oxazolidin-3-yl]propyl}phenoxy)acetate (Method 25) (2.3 g, 3.3 mmol) was dissolved in dry toluene (250 mL) and heated to 90° C. under inert atmosphere. N,O-Bis(trimethylsilyl)acetamide (BSA, 2.4 mL, 9.8 mmol) was added and the mixture was stirred at 90° C. for one hour. The mixture was then given 45° C. and tetrabutylammonium fluoride (TBAF, 0.2 g) was added. The mixture was stirred at 45° C....